Dataset: the Open Reaction Database (ORD), a public repository of structured organic reaction records. Task: describe an organic reaction: reactants, conditions, products, and yield Starting materials: ClC=1C=C2C(C(=CN(C2=CC1Cl)CC)C(=O)O)=O (6,7-dichloro-1-ethyl-4-oxo-1,4-dihydro-quinoline-3-carboxylic acid), N1CCCCC1 (piperidine). Solvent: CN(C)C=O (DMF), COCCO (methyl cellosolve), C(C)(C)O (isopropanol). Conditions: temperature 110 celsius. Product: ClC=1C=C2C(C(=CN(C2=CC1N1CCCCC1)CC)C(=O)O)=O (6-chloro-1-ethyl-4-oxo-7-piperidino-1,4-dihydro-quinoline-3-carboxylic acid). Reaction SMILES: [Cl:1][C:2]1[CH:3]=[C:4]2[C:9](=[CH:10][C:11]=1Cl)[N:8]([CH2:13][CH3:14])[CH:7]=[C:6]([C:15]([OH:17])=[O:16])[C:5]2=[O:18].[NH:19]1[CH2:24][CH2:23][CH2:22][CH2:21][CH2:20]1>CN(C=O)C.COCCO.C(O)(C)C>[Cl:1][C:2]1[CH:3]=[C:4]2[C:9](=[CH:10][C:11]=1[N:19]1[CH2:24][CH2:23][CH2:22][CH2:21][CH2:20]1)[N:8]([CH2:13][CH3:14])[CH:7]=[C:6]([C:15]([OH:17])=[O:16])[C:5]2=[O:18]. Procedure details: A solution of 4.3 g of 6,7-dichloro-1-ethyl-4-oxo-1,4-dihydro-quinoline-3-carboxylic acid and 5.5 cm3 of piperidine in a mixture of 20 cm3 of DMF and 20 cm3 of methyl cellosolve was heated for 5 hours at 110° C. After concentration of the solution in vacuo, the residue was taken up in 50 cm3 of isopropanol. The solid was filtered off and recrystallised from methyl cellosolve (50 cm3). 2.4 g of 6-chloro-1-ethyl-4-oxo-7-piperidino-1,4-dihydro-quinoline-3-carboxylic acid, m.p. 230° C., were obtaine... Reactants: CC(C)(C)OC(=O)Nc1cscc1NC(=O)OC(C)(C)C, ClC(Cl)(Cl)Cl, O=C1CCC(=O)N1Br. Product: CC(C)(C)OC(=O)Nc1csc(Br)c1NC(=O)OC(C)(C)C. As a reaction SMILES: [C:9]([CH3:10])([CH3:11])([CH3:12])[O:13][C:14]([NH:15][c:16]1[cH:17][s:18][cH:19][c:20]1[NH:21][C:22](=[O:23])[O:24][C:25]([CH3:26])([CH3:27])[CH3:28])=[O:29].[Cl:30][C:31]([Cl:32])([Cl:33])[Cl:34].[O:1]=[C:2]1[N:3]([Br:8])[C:4](=[O:5])[CH2:6][CH2:7]1>>[Br:8][c:17]1[c:16]([NH:15][C:14]([O:13][C:9]([CH3:10])([CH3:11])[CH3:12])=[O:29])[c:20]([NH:21][C:22](=[O:23])[O:24][C:25]([CH3:26])([CH3:27])[CH3:28])[cH:19][s:18]1.